This data is from the Open Reaction Database (ORD), a public repository of structured organic reaction records. The task is: describe an organic reaction: reactants, conditions, products, and yield Starting materials: ClC=1SC(=C2C1CCC1=C2N=C(S1)N)S(=O)(=O)C (6-chloro-8-(methylsulfonyl)4,5-dihydrothieno[3,4-e][1,3]benzothiazol-2-amine), C1(=CC=C(C=C1)S(=O)(=O)Cl)C1=CC=CC=C1 (4-biphenylsulfonyl chloride). The product is ClC=1SC(=C2C1CCC1=C2N=C(S1)NS(=O)(=O)C1=CC=C(C=C1)C1=CC=CC=C1)S(=O)(=O)C (N-[6-Chloro-8-(methylsulfonyl)-4,5-dihydrothieno[3,4-e][1,3]benzothiazol-2-yl][1,1′-biphenyl]-4-sulfonamide), solid. Reaction SMILES: [Cl:1][C:2]1[S:3][C:4]([S:15]([CH3:18])(=[O:17])=[O:16])=[C:5]2[C:10]3[N:11]=[C:12]([NH2:14])[S:13][C:9]=3[CH2:8][CH2:7][C:6]=12.[C:19]1([C:29]2[CH:34]=[CH:33][CH:32]=[CH:31][CH:30]=2)[CH:24]=[CH:23][C:22]([S:25](Cl)(=[O:27])=[O:26])=[CH:21][CH:20]=1>>[Cl:1][C:2]1[S:3][C:4]([S:15]([CH3:18])(=[O:17])=[O:16])=[C:5]2[C:10]3[N:11]=[C:12]([NH:14][S:25]([C:22]4[CH:21]=[CH:20][C:19]([C:29]5[CH:34]=[CH:33][CH:32]=[CH:31][CH:30]=5)=[CH:24][CH:23]=4)(=[O:27])=[O:26])[S:13][C:9]=3[CH2:8][CH2:7][C:6]=12. Procedure details: The title compound was prepared from 6-chloro-8-(methylsulfonyl)4,5-dihydrothieno[3,4-e][1,3]benzothiazol-2-amine (61 mg, synesized according to METHOD I from 1-chloro-3-(methylsulfonyl)-4,5,6,7-tetrahydrobenzo-[c]thiophen-4-one) and 4-biphenylsulfonyl chloride (52 mg) as described in the synthetic METHOD A to give a beige solid (5.9 mg) with a purity >90%: MS-ES (neg) m/z 535.2. The reactants are CN(C)C=O, CC1(C)C(=O)Nc2ccc(C(=O)O)cc21, COc1ccc(N)cc1, ClCCl, O, O=S(Cl)Cl. Yields the product COc1ccc(NC(=O)c2ccc3c(c2)C(C)(C)C(=O)N3)cc1. RXN SMILES: [CH3:16][N:17]([CH3:18])[CH:19]=[O:20].[CH3:1][C:2]1([CH3:15])[C:3](=[O:14])[NH:4][c:5]2[cH:6][cH:7][c:8]([C:11](=[O:12])[OH:13])[cH:9][c:10]21.[CH3:25][O:26][c:27]1[cH:28][cH:29][c:30]([NH2:33])[cH:31][cH:32]1.[Cl:35][CH2:36][Cl:37].[OH2:34].[S:21]([Cl:22])([Cl:23])=[O:24]>>[CH3:1][C:2]1([CH3:15])[C:3](=[O:14])[NH:4][c:5]2[cH:6][cH:7][c:8]([C:11](=[O:13])[NH:33][c:30]3[cH:29][cH:28][c:27]([O:26][CH3:25])[cH:32][cH:31]3)[cH:9][c:10]21. The reactants are BrC1=C(C=C(C=C1)Cl)I (1-bromo-4-chloro-2-iodobenzene), C(C)OC(C#C)(OCC)OCC (3,3,3-triethoxyprop-1-yne), TEA. Reagents/catalysts: [Cu]I (copper(I) iodide), Cl[Pd]([P](C1=CC=CC=C1)(C2=CC=CC=C2)C3=CC=CC=C3)([P](C4=CC=CC=C4)(C5=CC=CC=C5)C6=CC=CC=C6)Cl (trans-dichlorobis(triphenylphosphine)palladium(II)). Solvent: C(C)#N (ACN), CCOC(=O)C (EtOAc). Run at temperature 23 celsius, time 90 minute. The product is BrC1=C(C=C(C=C1)Cl)C#CC(=O)OCC (ethyl 3-(2-bromo-5-chlorophenyl)propiolate). The yield is 55.2%. As a reaction SMILES: [Br:1][C:2]1[CH:7]=[CH:6][C:5]([Cl:8])=[CH:4][C:3]=1I.[CH2:10]([O:12][C:13](OCC)([O:16]CC)[C:14]#[CH:15])[CH3:11]>C(#N)C.CCOC(C)=O.[Cu]I.Cl[Pd](Cl)([P](C1C=CC=CC=1)(C1C=CC=CC=1)C1C=CC=CC=1)[P](C1C=CC=CC=1)(C1C=CC=CC=1)C1C=CC=CC=1>[Br:1][C:2]1[CH:7]=[CH:6][C:5]([Cl:8])=[CH:4][C:3]=1[C:15]#[C:14][C:13]([O:12][CH2:10][CH3:11])=[O:16] |^1:35,54|. Reported procedure: A suspension of 1-bromo-4-chloro-2-iodobenzene (5.4 g, 17.0 mmol), 3,3,3-triethoxyprop-1-yne (4.4 g, 25.6 mmol), copper(I) iodide (976 mg, 5.1 mmol), and trans-dichlorobis(triphenylphosphine)palladium(II) (1.19 g, 1.7 mmol) in ACN (60 mL) was degassed and backfilled with argon. The resulting mixture was treated with TEA (22.0 mL, 157.9 mmol). The reaction flask was capped with a septum and stirred at 23° C. After 90 minutes, the reaction was diluted with EtOAc (300 mL) and washed with water (150...